From a dataset of the Open Reaction Database (ORD), a public repository of structured organic reaction records. describe an organic reaction: reactants, conditions, products, and yield Reactants: C(C)OCC (ethyl ether), ClC1=CC=C(CCl)C=C1 (p-chlorobenzyl chloride), CC(C)([O-])C.[K+] (potassium tert-butoxide), ClC1=CC=C(C=C1)CCC(C(=O)OC(C)(C)C)C(C)=O (tert-butyl 2-{2-(4-chlorophenyl)ethyl}-3-oxobutanoate). Run in O (water), C(C)(C)(C)O (tert-butanol). Product: ClC1=CC=C(CC(C(=O)OC(C)(C)C)(C(C)=O)CCC2=CC=C(C=C2)Cl)C=C1 (tert-butyl 2-(4-chlorobenzyl)-2-{2-(4-chlorophenyl)ethyl}-3-oxobutanoate). Yield: 321.5%. Reaction SMILES: [Cl:1][C:2]1[CH:7]=[CH:6][C:5]([CH2:8][CH2:9][CH:10]([C:18](=[O:20])[CH3:19])[C:11]([O:13][C:14]([CH3:17])([CH3:16])[CH3:15])=[O:12])=[CH:4][CH:3]=1.[Cl:21][C:22]1[CH:29]=[CH:28][C:25]([CH2:26]Cl)=[CH:24][CH:23]=1.CC(C)([O-])C.[K+].C(OCC)C>C(O)(C)(C)C.O>[Cl:21][C:22]1[CH:29]=[CH:28][C:25]([CH2:26][C:10]([CH2:9][CH2:8][C:5]2[CH:4]=[CH:3][C:2]([Cl:1])=[CH:7][CH:6]=2)([C:18](=[O:20])[CH3:19])[C:11]([O:13][C:14]([CH3:15])([CH3:16])[CH3:17])=[O:12])=[CH:24][CH:23]=1 |f:2.3|. Procedure details: 1.94 g of tert-butyl 2-{2-(4-chlorophenyl)ethyl}-3-oxobutanoate was dissolved in 10 ml of tert-butanol, and 0.17 g of p-chlorobenzyl chloride and 0.90 g of potassium tert-butoxide were added thereto. The mixture was heated and refluxed for 1 hour. Then, ethyl ether and water were added to the reaction solution for liquid separation. The organic layer was washed with a saturated sodium chloride aqueous solution and then dried over anhydrous magnesium sulfate. The drying agent was separated by fil... Starting materials: CS(=O)(=O)c1nccc(-n2cnc3ccccc32)n1, NCc1ccncc1. Product: c1ccc2c(c1)ncn2-c1ccnc(NCc2ccncc2)n1. As a reaction SMILES: [CH3:1][S:2](=[O:3])(=[O:4])[c:5]1[n:6][cH:7][cH:8][c:9](-[n:11]2[cH:12][n:13][c:14]3[c:15]2[cH:16][cH:17][cH:18][cH:19]3)[n:10]1.[NH2:20][CH2:21][c:22]1[cH:23][cH:24][n:25][cH:26][cH:27]1>>[c:5]1([NH:20][CH2:21][c:22]2[cH:23][cH:24][n:25][cH:26][cH:27]2)[n:6][cH:7][cH:8][c:9](-[n:11]2[cH:12][n:13][c:14]3[c:15]2[cH:16][cH:17][cH:18][cH:19]3)[n:10]1. Starting materials: C1(CC1)C(CNC(=O)C1=NC(=C(N=C1C(F)(F)F)OCC1CC1)C1=CC(=CC=C1)Cl)(C)O ((3-chloro-phenyl)-5-cyclopropylmethoxy-3-trifluoromethyl-pyrazine-2-carboxylic acid (2-cyclopropyl-2-hydroxy-propyl)-amide), COC(=O)C1=NC(=C(N=C1C(F)(F)F)Br)C1=CC(=C(C=C1)Cl)Cl (5-bromo-6-(3,4-dichloro-phenyl)-3-trifluoromethyl-pyrazine-2-carboxylic acid methyl ester). Product: C1(CC1)C(CNC(=O)C1=NC(=C(N=C1C(F)(F)F)OCC1CC1)C1=CC(=C(C=C1)Cl)Cl)(C)O (6-(3,4-dichloro-phenyl)-5-cyclopropylmethoxy-3-trifluoromethyl-pyrazine-2-carboxylic acid (2-cyclopropyl-2-hydroxy-propyl)-amide). RXN SMILES: [CH:1]1([C:4]([OH:32])([CH3:31])[CH2:5][NH:6][C:7]([C:9]2[C:14]([C:15]([F:18])([F:17])[F:16])=[N:13][C:12]([O:19][CH2:20][CH:21]3[CH2:23][CH2:22]3)=[C:11]([C:24]3[CH:29]=[CH:28][CH:27]=[C:26]([Cl:30])[CH:25]=3)[N:10]=2)=[O:8])[CH2:3][CH2:2]1.COC(C1C(C(F)(F)F)=NC(Br)=C(C2C=CC([Cl:54])=C(Cl)C=2)N=1)=O>>[CH:1]1([C:4]([OH:32])([CH3:31])[CH2:5][NH:6][C:7]([C:9]2[C:14]([C:15]([F:18])([F:16])[F:17])=[N:13][C:12]([O:19][CH2:20][CH:21]3[CH2:22][CH2:23]3)=[C:11]([C:24]3[CH:29]=[CH:28][C:27]([Cl:54])=[C:26]([Cl:30])[CH:25]=3)[N:10]=2)=[O:8])[CH2:3][CH2:2]1. Procedure details: In analogy to example 7 (3-chloro-phenyl)-5-cyclopropylmethoxy-3-trifluoromethyl-pyrazine-2-carboxylic acid (2-cyclopropyl-2-hydroxy-propyl)-amide) the title compound was prepared by substituting 5-bromo-6-(3-chloro-phenyl)-3-trifluoromethyl-pyrazine-2-carboxylic acid methyl ester with 5-bromo-6-(3,4-dichloro-phenyl)-3-trifluoromethyl-pyrazine-2-carboxylic acid methyl ester. Reactants: [OH-].[K+] (potassium hydroxide), CO (methanol), COC(CBr)=O (methylbromoacetate), crude product, CO (methanol), ClC=1C(=C(C(=O)NO)C(=CC1)Cl)OC (3,6-dichloro-2-methoxy benzohydroxamic acid), [OH-].[K+] (potassium hydroxide). Solvent: C(Cl)Cl (methylene chloride). Yields the product ClC=1C(=C(C(=O)NOCC(=O)OC)C(=CC1)Cl)OC (Methyl [(3,6-dichloro-2-methoxybenzoyl)aminooxy]acetate). RXN SMILES: [OH-].[K+].CO.[Cl:5][C:6]1[C:7]([O:17][CH3:18])=[C:8]([C:13]([Cl:16])=[CH:14][CH:15]=1)[C:9]([NH:11][OH:12])=[O:10].[CH3:19][O:20][C:21](=[O:24])[CH2:22]Br>C(Cl)Cl>[Cl:5][C:6]1[C:7]([O:17][CH3:18])=[C:8]([C:13]([Cl:16])=[CH:14][CH:15]=1)[C:9]([NH:11][O:12][CH2:22][C:21]([O:20][CH3:19])=[O:24])=[O:10] |f:0.1|. Reported procedure: To a solution of 2.15 g. of potassium hydroxide in 50 ml. of methanol was added 7.55 g. of 3,6-dichloro-2-methoxy benzohydroxamic acid followed by stirring until dissolution was obtained. To this solution was added dropwise 3.03 ml. methylbromoacetate in 25 ml. of methanol. The reaction mixture was refluxed for 2 hours and allowed to stir overnight at ambient temperature. To the reaction mixture was added 0.36 g. of additional potassium hydroxide and the mixture heated to reflux for 4 hours, the... The reactants are ClC1=NC(=CN=C1)Cl (2,6-dichloropyrazine), C(C1=CC=CC=C1)N1C[C@@H](CC1)N ((3R)-(−)-1-benzyl-3-aminopyrrolidine), C([O-])([O-])=O.[Cs+].[Cs+] (cesium carbonate), C1(=CC=CC=C1)P(C1=C(C2=CC=CC=C2C=C1)C1=C(C=CC2=CC=CC=C12)P(C1=CC=CC=C1)C1=CC=CC=C1)C1=CC=CC=C1 (2,2′-bis(diphenylphosphino)-1,1′-binaphthalene). Reagents/catalysts: C(C)(=O)[O-].[Pd+2].C(C)(=O)[O-] (Palladium(II) acetate). The solvent is O1CCOCC1 (dioxane), O (water). Yields the product C(C1=CC=CC=C1)N1C[C@@H](CC1)NC1=NC(=CN=C1)Cl (N-[(3R)-1-benzyl-3-pyrrolidinyl]-6-chloro-2-pyrazinamine). Isolated yield 51.6%. As a reaction SMILES: C1(P(C2C=CC=CC=2)C2C=CC3C(=CC=CC=3)C=2C2C3C(=CC=CC=3)C=CC=2P(C2C=CC=CC=2)C2C=CC=CC=2)C=CC=CC=1.Cl[C:48]1[CH:53]=[N:52][CH:51]=[C:50]([Cl:54])[N:49]=1.[CH2:55]([N:62]1[CH2:66][CH2:65][C@@H:64]([NH2:67])[CH2:63]1)[C:56]1[CH:61]=[CH:60][CH:59]=[CH:58][CH:57]=1.C(=O)([O-])[O-].[Cs+].[Cs+]>O1CCOCC1.C([O-])(=O)C.[Pd+2].C([O-])(=O)C.O>[CH2:55]([N:62]1[CH2:66][CH2:65][C@@H:64]([NH:67][C:48]2[CH:53]=[N:52][CH:51]=[C:50]([Cl:54])[N:49]=2)[CH2:63]1)[C:56]1[CH:57]=[CH:58][CH:59]=[CH:60][CH:61]=1 |f:3.4.5,7.8.9|. Procedure: Palladium(II) acetate (75 mg) and 2,2′-bis(diphenylphosphino)-1,1′-binaphthalene (313 mg) in dioxane (5 mL) was stirred at ambient temperature for 15 minutes. To this suspension was added 2,6-dichloropyrazine (1.00 g), (3R)-(−)-1-benzyl-3-aminopyrrolidine (1.42 g), and cesium carbonate (3.28 g), and the mixture was heated at 80 C for 8 hours. The resulting mixture was allowed to cool to ambient temperature, poured into water, and extracted with ethyl acetate. The organic phase was washed with br... The reactants are CC(C)Br, CS(C)=O, Clc1cc(Cl)c2[nH]cnc2n1, [K+], [K+], O=C([O-])[O-]. Product: CC(C)n1cnc2c(Cl)cc(Cl)nc21. As a reaction SMILES: [Br:18][CH:19]([CH3:20])[CH3:21].[CH3:22][S:23]([CH3:24])=[O:25].[Cl:1][c:2]1[cH:3][c:4]([Cl:11])[c:5]2[c:6]([n:7]1)[n:8][cH:9][nH:10]2.[K+:12].[K+:13].[O-:14][C:15]([O-:16])=[O:17]>>[Cl:1][c:2]1[cH:3][c:4]([Cl:11])[c:5]2[c:6]([n:7]1)[n:8]([CH:19]([CH3:20])[CH3:21])[cH:9][n:10]2. Reactants: Cc1ncc2c(n1)C1CC2CN(C(=O)OC(C)(C)C)C1, CO, Cl. Product: Cc1ncc2c(n1)C1CNCC2C1. Reaction SMILES: [C:1]([O:2][C:3](=[O:4])[N:8]1[CH2:9][CH:10]2[c:11]3[cH:12][n:13][c:14]([CH3:20])[n:15][c:16]3[CH:17]([CH2:18]1)[CH2:19]2)([CH3:5])([CH3:6])[CH3:7].[CH3:22][OH:23].[ClH:21]>>[NH:8]1[CH2:9][CH:10]2[c:11]3[cH:12][n:13][c:14]([CH3:20])[n:15][c:16]3[CH:17]([CH2:18]1)[CH2:19]2.